From a dataset of the Open Reaction Database (ORD), a public repository of structured organic reaction records. describe an organic reaction: reactants, conditions, products, and yield Starting materials: F[B-](F)(F)F, CC(C)(C)OC(=O)N(CCOc1cc(Cl)cc(C(=O)O)c1)c1ccncc1, CCNc1ccccc1, CCN(C(C)C)C(C)C, CN(C)C=O, On1nnc2ccccc21, CN(C)C(On1nnc2ccccc21)=[N+](C)C. The product is CCN(C(=O)c1cc(Cl)cc(OCCN(C(=O)OC(C)(C)C)c2ccncc2)c1)c1ccccc1. RXN SMILES: [B-:28]([F:29])([F:30])([F:31])[F:32].[C:1]([CH3:2])([CH3:3])([CH3:4])[O:5][C:6](=[O:7])[N:8]([CH2:9][CH2:10][O:11][c:12]1[cH:13][c:14]([C:15](=[O:16])[OH:17])[cH:18][c:19]([Cl:21])[cH:20]1)[c:22]1[cH:23][cH:24][n:25][cH:26][cH:27]1.[CH2:69]([CH3:70])[NH:71][c:72]1[cH:73][cH:74][cH:75][cH:76][cH:77]1.[CH:60]([N:61]([CH2:62][CH3:63])[CH:64]([CH3:65])[CH3:66])([CH3:67])[CH3:68].[O:78]=[CH:79][N:80]([CH3:81])[CH3:82].[OH:50][n:51]1[c:52]2[c:53]([cH:54][cH:55][cH:56][cH:57]2)[n:58][n:59]1.[n:33]1([O:34][C:35]([N:36]([CH3:37])[CH3:38])=[N+:39]([CH3:40])[CH3:41])[c:42]2[cH:43][cH:44][cH:45][cH:46][c:47]2[n:48][n:49]1>>[C:1]([CH3:2])([CH3:3])([CH3:4])[O:5][C:6](=[O:7])[N:8]([CH2:9][CH2:10][O:11][c:12]1[cH:13][c:14]([C:15](=[O:16])[N:71]([CH2:69][CH3:70])[c:72]2[cH:73][cH:74][cH:75][cH:76][cH:77]2)[cH:18][c:19]([Cl:21])[cH:20]1)[c:22]1[cH:23][cH:24][n:25][cH:26][cH:27]1. Reactants: [Cl-].[Al+3].[Cl-].[Cl-] (aluminum chloride), C1(=CC(=CC=C1)C)C (m-xylene), FC1=CC=C(C(=O)Cl)C=C1 (4-fluorobenzoyl chloride), Cl (hydrochloric acid). Run at temperature 5 celsius, time 3 hour. Product: CC1=CC(=C(C=C1)C(C1=CC=C(C=C1)F)=O)C (1,3-dimethyl-4-(4′-fluorobenzoyl)benzene). Yield: 99.0%. RXN SMILES: [Cl-].[Al+3].[Cl-].[Cl-].[F:5][C:6]1[CH:14]=[CH:13][C:9]([C:10](Cl)=[O:11])=[CH:8][CH:7]=1.Cl.[C:16]1([CH3:23])[CH:21]=[CH:20][CH:19]=[C:18]([CH3:22])[CH:17]=1>>[CH3:23][C:16]1[CH:21]=[CH:20][C:19]([C:10](=[O:11])[C:9]2[CH:13]=[CH:14][C:6]([F:5])=[CH:7][CH:8]=2)=[C:18]([CH3:22])[CH:17]=1 |f:0.1.2.3|. Reported procedure: To a suspension of anhydrous aluminum chloride (19.5 g) dispersed in m-xylene (150 ml) was added dropwise 4-fluorobenzoyl chloride (21.1 g) under ice-cooling. The mixture was stirred at 0-10° C. for 3 hr and poured into 6N hydrochloric acid. The reaction mixture was partitioned and the obtained organic layer was washed successively with water, 10% aqueous sodium hydroxide solution and water. The solvent was evaporated to give a 96:4 mixture (30.2 g, 99%) of 1,3-dimethyl-4-(4′-fluorobenzoyl)benze... Reactants: COC=1C=C2CCC(C(C2=CC1)=O)C/C=C/C=O ((E)-4-(6-methoxy-1-oxo-tetralin-2-yl)but-2-enal), C1(=CC(=CC=C1)CNC=CC(C)=O)C (4-(m-tolylmethylamino)but-3-en-2-one). Yields the product C(C)(=O)C1=CN(C=CC1CC1C(C2=CC=C(C=C2CC1)OC)=O)CC=1C=C(C=CC1)C (2-[[3-acetyl-1-(m-tolylmethyl)-4H-pyridin-4-yl]methyl]-6-methoxy-tetralin-1-one). RXN SMILES: [CH3:1][O:2][C:3]1[CH:4]=[C:5]2[C:10](=[CH:11][CH:12]=1)[C:9](=[O:13])[CH:8]([CH2:14]/[CH:15]=[CH:16]/[CH:17]=O)[CH2:7][CH2:6]2.[C:19]1([CH3:32])[CH:24]=[CH:23][CH:22]=[C:21]([CH2:25][NH:26][CH:27]=[CH:28][C:29](=[O:31])[CH3:30])[CH:20]=1>>[C:29]([C:28]1[CH:15]([CH2:14][CH:8]2[CH2:7][CH2:6][C:5]3[C:10](=[CH:11][CH:12]=[C:3]([O:2][CH3:1])[CH:4]=3)[C:9]2=[O:13])[CH:16]=[CH:17][N:26]([CH2:25][C:21]2[CH:20]=[C:19]([CH3:32])[CH:24]=[CH:23][CH:22]=2)[CH:27]=1)(=[O:31])[CH3:30]. Procedure: The title compound 61 is prepared according to the procedure reported in step D of Example 8 with aldehyde 54 (100 mg, 0.41 mmol) and enamine 62 (80 mg, 0.42 mmol) as reactants. Purification by column chromatography on SiO2 (Petroleum Ether/EtOAc=2:1) afford the title compound 61 as a yellow solid. (Yield 115 mg, 68%). Starting materials: ClCC1=CC(=NC=C1)C1=CC(=C(C(=C1)OC)OC)OC (4-Chloromethyl-2-(3,4,5-trimethoxyphenyl)pyridine), N1CCNCCC1 (homopiperazine). Yields the product COC=1C=C(C=C(C1OC)OC)C1=NC=CC(=C1)CN1CCN(CCC1)CC1=CC(=NC=C1)C1=CC(=C(C(=C1)OC)OC)OC (N,N′-bis[[2-(3,4,5-Trimethoxyphenyl)pyridin-4-yl]methyl]homopiperazine). As a reaction SMILES: Cl[CH2:2][C:3]1[CH:8]=[CH:7][N:6]=[C:5]([C:9]2[CH:14]=[C:13]([O:15][CH3:16])[C:12]([O:17][CH3:18])=[C:11]([O:19][CH3:20])[CH:10]=2)[CH:4]=1.[NH:21]1[CH2:27][CH2:26][CH2:25][NH:24][CH2:23][CH2:22]1>>[CH3:20][O:19][C:11]1[CH:10]=[C:9]([C:5]2[CH:4]=[C:3]([CH2:2][N:21]3[CH2:27][CH2:26][CH2:25][N:24]([CH2:2][C:3]4[CH:8]=[CH:7][N:6]=[C:5]([C:9]5[CH:14]=[C:13]([O:15][CH3:16])[C:12]([O:17][CH3:18])=[C:11]([O:19][CH3:20])[CH:10]=5)[CH:4]=4)[CH2:23][CH2:22]3)[CH:8]=[CH:7][N:6]=2)[CH:14]=[C:13]([O:15][CH3:16])[C:12]=1[O:17][CH3:18]. Procedure: 4-Chloromethyl-2-(3,4,5-trimethoxyphenyl)pyridine (100 mg) and homopiperazine (17 mg) were reacted in the same manner as in Example 1 to obtain the title compound as a free base.